Dataset: the Open Reaction Database (ORD), a public repository of structured organic reaction records. Task: describe an organic reaction: reactants, conditions, products, and yield Starting materials: FC1=C(N)C=CC=C1 (2-fluoroaniline), C([O-])([O-])=O.[Na+].[Na+] (sodium carbonate), [Br-].[Na+] (sodium bromide), BrBr (bromine), [S-]C#N.[Na+] (sodium thiocyanate). Run in O (water), CO (methanol), CO (methanol). Reaction conditions: temperature 0 celsius, time 3 hour. The product is FC1=C(N)C=CC(=C1)SC#N (2-fluoro-4-thiocyanoaniline). RXN SMILES: [S-:1][C:2]#[N:3].[Na+].[Br-].[Na+].BrBr.[F:9][C:10]1[CH:16]=[CH:15][CH:14]=[CH:13][C:11]=1[NH2:12].C(=O)([O-])[O-].[Na+].[Na+]>O.CO>[F:9][C:10]1[CH:16]=[C:15]([S:1][C:2]#[N:3])[CH:14]=[CH:13][C:11]=1[NH2:12] |f:0.1,2.3,6.7.8|. Reported procedure: To a mixed liquid of 210.9 g of sodium thiocyanate and 200.9 g of methanol was dropped a solution composed of 60.2 g of sodium bromide, 166.6 g of methanol and 163.7 g of bromine over 90 minutes while internal temperature was controlled at −10 to −6° C. To the mixed liquid was dropped 100.0 g of 2-fluoroaniline over 50 minutes while internal temperature was controlled at −10 to −5° C. The resulting mixture was stirred at the same temperature for 3 hours and then was poured into 784 g of water co...